From a dataset of the Open Reaction Database (ORD), a public repository of structured organic reaction records. describe an organic reaction: reactants, conditions, products, and yield Starting materials: [H-].[Na+] (sodium hydride), C(CC1=CC=CC=C1)C=1NC(=CC1)C(C1=CC2=C(C=C1)OCO2)=O (2-[phenethyl]-5-[(3,4-methylenedioxy)benzoyl]pyrrole), aroylchloride, alkanoylchloride, alkylchloroformate, C(C)(C)(C)OC(OC(C)(C)C)=O (di-t-butylcarbonate). The solvent is CN(C=O)C (dimethylformamide). Reaction conditions: time 2 hour. Yields the product N1C=CC=C1 (pyrrole), C(C)(C)(C)OC(=O)N1C(=CC=C1C(C1=CC2=C(C=C1)OCO2)=O)CCC2=CC=CC=C2 (1-t-butoxycarbonyl-2-[phenethyl]-5-[(3,4-methylenedioxy)benzoyl]pyrrole). Reaction SMILES: [CH2:1]([C:9]1[NH:10][C:11]([C:14](=[O:24])[C:15]2[CH:20]=[CH:19][C:18]3[O:21][CH2:22][O:23][C:17]=3[CH:16]=2)=[CH:12][CH:13]=1)[CH2:2][C:3]1[CH:8]=[CH:7][CH:6]=[CH:5][CH:4]=1.[H-].[Na+].[C:27]([O:31][C:32](=O)[O:33]C(C)(C)C)([CH3:30])([CH3:29])[CH3:28]>CN(C)C=O>[NH:10]1[CH:11]=[CH:12][CH:13]=[CH:9]1.[C:27]([O:31][C:32]([N:10]1[C:11]([C:14](=[O:24])[C:15]2[CH:20]=[CH:19][C:18]3[O:21][CH2:22][O:23][C:17]=3[CH:16]=2)=[CH:12][CH:13]=[C:9]1[CH2:1][CH2:2][C:3]1[CH:8]=[CH:7][CH:6]=[CH:5][CH:4]=1)=[O:33])([CH3:30])([CH3:29])[CH3:28] |f:1.2|. Procedure details: Compound (V) is dissolved in a suspension of an ethereal or dipolar solvent, preferably in dry dimethylformamide, and mixed with sodium hydride. The mixture is heated to 45°-60° for 1-3 hours, preferably 2 hours. Suitable N-protecting agent R2, such as aroylchloride, alkanoylchloride, alkylchloroformate, preferably di-t-butylcarbonate, is added and the mixture is stirred at 60°-70° for 1-3 hours. After purification and crystallization of methods known in the art, ±1-R2 -protected-2-[phenethyl]-5... The reactants are COC(=O)C1=NC=C(C=C1)O (5-Hydroxy-pyridine-2-carboxylic acid methyl ester), FC(COS(=O)(=O)C)(F)F (methanesulfonic acid 2,2,2-trifluoro-ethyl ester), C(=O)([O-])[O-].[K+].[K+] (K2CO3). Solvent: C(C)#N (acetonitrile). Conditions: time 8 hour. Product: COC(=O)C1=NC=C(C=C1)OCC(F)(F)F (5-(2,2,2-Trifluoro-ethoxy)-pyridine-2-carboxylic acid methyl ester). Reaction SMILES: [CH3:1][O:2][C:3]([C:5]1[CH:10]=[CH:9][C:8]([OH:11])=[CH:7][N:6]=1)=[O:4].[F:12][C:13]([F:21])([F:20])[CH2:14]OS(C)(=O)=O.C([O-])([O-])=O.[K+].[K+]>C(#N)C>[CH3:1][O:2][C:3]([C:5]1[CH:10]=[CH:9][C:8]([O:11][CH2:14][C:13]([F:21])([F:20])[F:12])=[CH:7][N:6]=1)=[O:4] |f:2.3.4|. Procedure: A mixture of 5-Hydroxy-pyridine-2-carboxylic acid methyl ester 2 (0.5 g, 3.26 mmol), methanesulfonic acid 2,2,2-trifluoro-ethyl ester (1.0 g, 5.34 mmol) and K2CO3 (1.4 g, 9.8 mmol) in acetonitrile (50 mL) was stirred overnight. The solid was filtered off and the filtrate was concentrated. The residue was purified by column chromatography (eluting with hexane and ethyl acetate 1:1) to afford 5-(2,2,2-Trifluoro-ethoxy)-pyridine-2-carboxylic acid methyl ester 3 as a white solid. Yield: 0.437 g, 57....